describe an organic reaction: reactants, conditions, products, and yield From a dataset of the Open Reaction Database (ORD), a public repository of structured organic reaction records. Procedure details: Step 2 A suspension of 4-(3-(4-fluorobenzamido)-2-methylphenyl)-7-formyl-9H-carbazole-1-carboxamide (30 mg, 0.064 mmol) in THF (3 mL) was treated with piperidine (16.46 mg, 0.193 mmol) and sodium triacetoxyborohydride (34.1 mg, 0.161 mmol). The mixture was stirred at rt for 3.5 h, the was treated again with additional piperidine (16.5 mg, 0.193 mmol) and sodium triacetoxyborohydride (20 mg). After stirring overnight, the mixture was diluted with water and extracted with EtOAc. The organic phase ... The reactants are FC1=CC=C(C(=O)NC=2C(=C(C=CC2)C2=CC=C(C=3NC4=CC(=CC=C4C23)C=O)C(=O)N)C)C=C1 (4-(3-(4-fluorobenzamido)-2-methylphenyl)-7-formyl-9H-carbazole-1-carboxamide), N1CCCCC1 (piperidine), C(C)(=O)O[BH-](OC(C)=O)OC(C)=O.[Na+] (sodium triacetoxyborohydride), N1CCCCC1 (piperidine), C(C)(=O)O[BH-](OC(C)=O)OC(C)=O.[Na+] (sodium triacetoxyborohydride). Run in C1CCOC1 (THF), O (water). Yields the product FC1=CC=C(C(=O)NC=2C(=C(C=CC2)C2=CC=C(C=3NC4=CC(=CC=C4C23)CN2CCCCC2)C(=O)N)C)C=C1 (4-(3-(4-fluorobenzamido)-2-methylphenyl)-7-(piperidin-1-ylmethyl)-9H-carbazole-1-carboxamide). Run at time 3.5 hour. The yield is 40.9%. RXN SMILES: [F:1][C:2]1[CH:35]=[CH:34][C:5]([C:6]([NH:8][C:9]2[C:10]([CH3:33])=[C:11]([C:15]3[C:27]4[C:26]5[C:21](=[CH:22][C:23]([CH:28]=O)=[CH:24][CH:25]=5)[NH:20][C:19]=4[C:18]([C:30]([NH2:32])=[O:31])=[CH:17][CH:16]=3)[CH:12]=[CH:13][CH:14]=2)=[O:7])=[CH:4][CH:3]=1.[NH:36]1[CH2:41][CH2:40][CH2:39][CH2:38][CH2:37]1.C(O[BH-](OC(=O)C)OC(=O)C)(=O)C.[Na+]>C1COCC1.O>[F:1][C:2]1[CH:3]=[CH:4][C:5]([C:6]([NH:8][C:9]2[C:10]([CH3:33])=[C:11]([C:15]3[C:27]4[C:26]5[C:21](=[CH:22][C:23]([CH2:28][N:36]6[CH2:41][CH2:40][CH2:39][CH2:38][CH2:37]6)=[CH:24][CH:25]=5)[NH:20][C:19]=4[C:18]([C:30]([NH2:32])=[O:31])=[CH:17][CH:16]=3)[CH:12]=[CH:13][CH:14]=2)=[O:7])=[CH:34][CH:35]=1 |f:2.3|. The reactants are CON(C(=O)C=1N=CN(C1)C=1C=C(C=CC1)C1=C(C=CC=C1)OC)C (1-(2′-Methoxy-biphenyl-3-yl)-1H-imidazole-4-carboxylic acid methoxy-methyl-amide), BrC1=CC=C(C=C1)OC (4-bromoanisole). Yields the product COC1=CC=C(C=C1)C(=O)C=1N=CN(C1)C=1C=C(C=CC1)C1=C(C=CC=C1)OC ((4-Methoxy-phenyl)-[1-(2′-methoxy-biphenyl-3-yl)-1H-imidazol-4-yl]-methanone). As a reaction SMILES: CON(C)[C:4]([C:6]1[N:7]=[CH:8][N:9]([C:11]2[CH:12]=[C:13]([C:17]3[CH:22]=[CH:21][CH:20]=[CH:19][C:18]=3[O:23][CH3:24])[CH:14]=[CH:15][CH:16]=2)[CH:10]=1)=[O:5].Br[C:27]1[CH:32]=[CH:31][C:30]([O:33][CH3:34])=[CH:29][CH:28]=1>>[CH3:34][O:33][C:30]1[CH:31]=[CH:32][C:27]([C:4]([C:6]2[N:7]=[CH:8][N:9]([C:11]3[CH:12]=[C:13]([C:17]4[CH:22]=[CH:21][CH:20]=[CH:19][C:18]=4[O:23][CH3:24])[CH:14]=[CH:15][CH:16]=3)[CH:10]=2)=[O:5])=[CH:28][CH:29]=1. Reported procedure: This compound is prepared by method C using compound 12c and 4-bromoanisole